From a dataset of the Open Reaction Database (ORD), a public repository of structured organic reaction records. describe an organic reaction: reactants, conditions, products, and yield The reactants are C1(=CC=CC=C1)C1CCC(CC1)N (4Phenylcyclohexylamine), Cl.CN(CCCN=C=NCC)C (1-(3-Dimethylaminopropyl)-3-ethylcarbodiimide hydrochloride), C(C)OC(C(CC(=O)O)C(C)C)=O (2-Isopropylsuccinic acid 1-ethyl Ester). The reagents and catalysts are CN(C1=CC=NC=C1)C (4-dimethylaminopyridine). The solvent is ClCCl (dichloromethane), ClCCl (dichloromethane). Conditions: time 30 minute. Product: C(C)OC(C(C(C)C)CC(NC1CCC(CC1)C1=CC=CC=C1)=O)=O (3-Methyl-2-[(4-phenylcyclohexylcarbamoyl)methyl]butyric Acid Ethyl Ester). The yield is 26.4%. RXN SMILES: Cl.CN(C)CCCN=C=NCC.[CH2:13]([O:15][C:16](=[O:25])[CH:17]([CH:22]([CH3:24])[CH3:23])[CH2:18][C:19]([OH:21])=O)[CH3:14].[C:26]1([CH:32]2[CH2:37][CH2:36][CH:35]([NH2:38])[CH2:34][CH2:33]2)[CH:31]=[CH:30][CH:29]=[CH:28][CH:27]=1>CN(C)C1C=CN=CC=1.ClCCl>[CH2:13]([O:15][C:16](=[O:25])[CH:17]([CH2:18][C:19](=[O:21])[NH:38][CH:35]1[CH2:34][CH2:33][CH:32]([C:26]2[CH:31]=[CH:30][CH:29]=[CH:28][CH:27]=2)[CH2:37][CH2:36]1)[CH:22]([CH3:24])[CH3:23])[CH3:14] |f:0.1|. Procedure details: 1-(3-Dimethylaminopropyl)-3-ethylcarbodiimide hydrochloride (0.80 g) was added to a solution of 4-dimethylaminopyridine (0.04g) and Intermediate 10 (0.54 g) in dichloromethane (30 ml) and the solution was stirred for 30 min, then a solution of Intermediate 14 (0.50 g) in dichloromethane (5 ml) was added and the mixture was stirred overnight. The solvent was removed in vacuo and the resulting slurry dissolved in ethyl acetate (100 ml), washed with water (10 ml), aqueous sodium bicarbonate (10 ml)...